This data is from the Open Reaction Database (ORD), a public repository of structured organic reaction records. The task is: describe an organic reaction: reactants, conditions, products, and yield Starting materials: C(C1=CC=CC=C1)OC1=C(C=C2C(=CC=NC2=C1)SC=1SC(=CC1)[N+](=O)[O-])OC (7-(Benzyloxy)-6-methoxy-4-[(5-nitro-2-thienyl)sulfanyl]quinoline), C1(=CC=CC=C1)SC (thioanisole). Solvent: FC(C(=O)O)(F)F (trifluoroacetic acid). Yields the product COC=1C=C2C(=CC=NC2=CC1O)SC=1SC(=CC1)[N+](=O)[O-] (6-Methoxy-4-[(5-nitro-2-thienyl)sulfanyl]-7-quinolinol). The yield is 85.7%. Reaction SMILES: C([O:8][C:9]1[CH:18]=[C:17]2[C:12]([C:13]([S:19][C:20]3[S:21][C:22]([N+:25]([O-:27])=[O:26])=[CH:23][CH:24]=3)=[CH:14][CH:15]=[N:16]2)=[CH:11][C:10]=1[O:28][CH3:29])C1C=CC=CC=1.C1(SC)C=CC=CC=1>FC(F)(F)C(O)=O>[CH3:29][O:28][C:10]1[CH:11]=[C:12]2[C:17](=[CH:18][C:9]=1[OH:8])[N:16]=[CH:15][CH:14]=[C:13]2[S:19][C:20]1[S:21][C:22]([N+:25]([O-:27])=[O:26])=[CH:23][CH:24]=1. Procedure details: 7-(Benzyloxy)-6-methoxy-4-[(5-nitro-2-thienyl)sulfanyl]quinoline (4.0 g), trifluoroacetic acid (40 ml) and thioanisole (4 ml) were stirred together at 65° C. for 2 hours. The mixture was returned to room temperature, the solvent was distilled off under reduced pressure, 80 ml of methanol was added to the residue, and then bicarbonate water was added until the foaming subsided. The precipitated solid was filtered out to obtain 2.7 g of a yellow powder. Reactants: Cl[GeH](Cl)Cl (trichlorogermane), C(C=CC1=CC=CC=C1)(=O)OC (methyl cinnamate). Reaction conditions: time 2 hour. The product is Cl[Ge](C(CC(=O)OC)C1=CC=CC=C1)(Cl)Cl (methyl β-(trichlorogermyl)hydrocinnamate). Isolated yield 82.2%. As a reaction SMILES: [Cl:1][GeH:2]([Cl:4])[Cl:3].[C:5]([O:15][CH3:16])(=[O:14])[CH:6]=[CH:7][C:8]1[CH:13]=[CH:12][CH:11]=[CH:10][CH:9]=1>>[Cl:1][Ge:2]([Cl:4])([Cl:3])[CH:7]([C:8]1[CH:13]=[CH:12][CH:11]=[CH:10][CH:9]=1)[CH2:6][C:5]([O:15][CH3:16])=[O:14]. Procedure: A mixture of 36.0 g (0.2 mol) of trichlorogermane and 32.4 g (0.2 mol) of methyl cinnamate was stirred for 2 hours and then distilled in vacuum to obtain 56.2 g of a fraction, b.p. 148°. Yield 82.2%. The reactants are ClC1=C(C=C2C(=CNC2=C1)C)F (6-chloro-5-fluoro-3-methylindole), O (water), [H-].[Na+] (sodium hydride), C[C@H]1OC1 ((R)-methyloxirane). Run in O1CCCC1 (tetrahydrofuran), CCOCC (ether). Conditions: time 1 hour. Product: ClC1=C(C=C2C(=CN(C2=C1)C[C@@H](C)O)C)F ((R)-1-(6-chloro-5-fluoro-3-methylindol-1-yl)-propan-2-ol). Isolated yield 50.0%. As a reaction SMILES: [H-].[Na+].[Cl:3][C:4]1[CH:12]=[C:11]2[C:7]([C:8]([CH3:13])=[CH:9][NH:10]2)=[CH:6][C:5]=1[F:14].[CH3:15][C@@H:16]1[CH2:18][O:17]1.O>O1CCCC1.CCOCC>[Cl:3][C:4]1[CH:12]=[C:11]2[C:7]([C:8]([CH3:13])=[CH:9][N:10]2[CH2:15][C@H:16]([OH:17])[CH3:18])=[CH:6][C:5]=1[F:14] |f:0.1|. Procedure: A suspension of 0.07 g of sodium hydride dispersion in 10 ml of tetrahydrofuran was treated with 0.33 g of 6-chloro-5-fluoro-3-methylindole at 0° and stirred as this temperature for 1 hour. After the addition of 0.19 ml of (R)-methyloxirane the reaction mixture was stirred at room temperature for 17 hours and subsequently treated with water. The mixture was diluted with ether, washed with water and with saturated sodium chloride solution and the organic phase was dried over sodium sulfate. After...